From a dataset of the Open Reaction Database (ORD), a public repository of structured organic reaction records. describe an organic reaction: reactants, conditions, products, and yield Starting materials: CSCCC=O (methional), CO (methyl alcohol), C1(=CC=C(C=C1)S(=O)(=O)O)C (p-toluene sulphonic acid). Product: COC(CCSC)OC (1,1-dimethoxy-3-methylthiopropane). RXN SMILES: [CH3:1][S:2][CH2:3][CH2:4][CH:5]=[O:6].[C:7]1(C)C=CC(S(O)(=O)=O)=CC=1.[CH3:18][OH:19]>>[CH3:18][O:19][CH:5]([O:6][CH3:7])[CH2:4][CH2:3][S:2][CH3:1]. Procedure: 20.8 g (0.2 mole) of freshly distilled methional and 100 cc of methyl alcohol are heated under reflux in the presence of 0.5 g of p-toluene sulphonic acid. Starting materials: C(=O)(N1N=CN=C1)N1N=CN=C1 (1,1′-Carbonylbis(1H-1,2,4-triazole)), C(=O)(N1N=CN=C1)N1N=CN=C1 (1,1′-carbonylbis(1H-1,2,4-triazole)), BrC1=C(C=NN1C)C=1N=C(N(C1)NC=N)C (N-[4-(5-bromo-1-methyl-1H-pyrazol-4-yl)-2-methyl-1H-imidazol-1-yl]imidoformamide), C(=O)(N1N=CN=C1)N1N=CN=C1 (1,1′-carbonylbis(1H-1,2,4-triazole)). The solvent is O1CCOCC1 (1,4-dioxane), CO (methanol). Reaction conditions: time 3.5 hour. Yields the product BrC1=C(C=NN1C)C=1N=C(N2N=CNC(C21)=O)C (5-(5-bromo-1-methyl-1H-pyrazol-4-yl)-7-methylimidazo[5,1-f][1,2,4]triazin-4(3H)-one). Reaction SMILES: [C:1](N1C=NC=N1)(N1C=NC=N1)=[O:2].[Br:13][C:14]1[N:18]([CH3:19])[N:17]=[CH:16][C:15]=1[C:20]1[N:21]=[C:22]([CH3:28])[N:23]([NH:25][CH:26]=[NH:27])[CH:24]=1>O1CCOCC1.CO>[Br:13][C:14]1[N:18]([CH3:19])[N:17]=[CH:16][C:15]=1[C:20]1[N:21]=[C:22]([CH3:28])[N:23]2[C:24]=1[C:1](=[O:2])[NH:27][CH:26]=[N:25]2. Procedure: 1,1′-Carbonylbis(1H-1,2,4-triazole) (90%, 2.69 g, 14.8 mmol) and N-[4-(5-bromo-1-methyl-1H-pyrazol-4-yl)-2-methyl-1H-imidazol-1-yl]imidoformamide (2.69 g, 9.50 mmol) were combined in 1,4-dioxane (63 mL) and the mixture was stirred for 3.5 hours at room temperature, then heated to 50° C. for 1 hour. Additional 1,1′-carbonylbis(1H-1,2,4-triazole) (90%, 1.34 g, 7.35 mmol) was added, and heating was continued for 30 minutes. After another addition of 1,1′-carbonylbis(1H-1,2,4-triazole) (90%, 269 mg,... Starting materials: Nc1ccc(Br)cc1[N+](=O)[O-], O=C([O-])[O-], OB(O)c1cccc(OC(F)(F)F)c1, [Na+], [Na+]. Product: Nc1ccc(-c2cccc(OC(F)(F)F)c2)cc1[N+](=O)[O-]. RXN SMILES: [Br:1][c:2]1[cH:3][c:4]([N+:9](=[O:10])[O-:11])[c:5]([NH2:6])[cH:7][cH:8]1.[C:26](=[O:27])([O-:28])[O-:29].[F:12][C:13]([O:14][c:15]1[cH:16][c:17]([B:21]([OH:22])[OH:23])[cH:18][cH:19][cH:20]1)([F:24])[F:25].[Na+:30].[Na+:31]>>[c:2]1(-[c:17]2[cH:16][c:15]([O:14][C:13]([F:12])([F:24])[F:25])[cH:20][cH:19][cH:18]2)[cH:3][c:4]([N+:9](=[O:10])[O-:11])[c:5]([NH2:6])[cH:7][cH:8]1. Starting materials: carboxylic acids, OC=1C=C(C(C(=O)[O-])=CC1O)C(=O)[O-] (4,5-dihydroxyphthalate), OC=1C(=NC=C(C1C(=O)[O-])C(=O)[O-])C (3-hydroxy-2-methylpyridine-4,5-dicarboxylate), N1C(=O)NC(=O)C(=C1)C(=O)[O-] (Uracil-5-carboxylate), pyrrole-2, C1=C[C@@H]([C@](C=C1)(C(=O)O)O)O (Cis-1,2-dihydroxycyclohexa-3,5-diene-1-carboxylate), O=C(O)[C@@H](N)CC1=CC=C(O)C(O)=C1 (Dopa), 5-dihydroxybenzoate, C1(=CC=CC=C1)CC(C(=O)[O-])=O (Phenylpyruvate), ( 4.1.1.59 ), L-2,3-dihydropicolinate, C(C1=CC=CC=C1)(=O)C(=O)[O-] (benzoylformate), C(C1=CC(O)=C(O)C(O)=C1)(=O)[O-] (gallate). Product: NCC/C=C/C(C(=O)O)=O ((E)-6-amino-2-oxohex-3-enoic acid). Solvent: O (water). Reported procedure: There are no enzymes known in the art that catalyze the substrate L-2,3-dihydropicolinate to produce 5,6-dihydropyridine-2-carboxylate. However, there are a few decarboxylases that are able to decarboxylate ring mounted carboxylic acids. One skilled in the art would appreciate that it is likely that these enzymes may have, or could be engineered to have, activity towards L-2,3-dihydropicolinate. Examples of such decarboxylases include, but are not limited to, benzoylformate decarboxylase (EC 4.1... RXN SMILES: [C:1]([C:9]([O-:11])=[O:10])(=[O:8])[C:2]1C=C[CH:5]=[CH:4][CH:3]=1.OC1C(C)=[N:15]C=C(C([O-])=O)C=1C([O-])=O.C([O-])(=O)C1C=C(O)C(O)=C(O)C=1.O=C([C@H](CC1C=C(O)C(O)=CC=1)N)O.C1(CC(=O)C([O-])=O)C=CC=CC=1.OC1C=C(C([O-])=O)C(=CC=1O)C([O-])=O.N1C=C(C([O-])=O)C(=O)NC1=O.C1C=C[C@](O)(C(O)=O)[C@@H](O)C=1>O>[NH2:15][CH2:5][CH2:4]/[CH:3]=[CH:2]/[C:1](=[O:8])[C:9]([OH:11])=[O:10].